describe an organic reaction: reactants, conditions, products, and yield From a dataset of the Open Reaction Database (ORD), a public repository of structured organic reaction records. The reactants are COC=1C=CC(=CC1)C(=O)O (p-Methoxybenzoic acid), C(#N)C1NC1 (2-cyanoaziridine), C1(CCCCC1)N=C=NC1CCCCC1 (dicyclohexylcarbodiimide). The solvent is O1CCOCC1 (dioxan), O1CCOCC1 (dioxan), O1CCOCC1 (dioxan). Conditions: time 2 hour. The product is C1(CCCCC1)NC(=O)NC1CCCCC1 (1,3-dicyclohexylurea). Reaction SMILES: C[O:2]C1C=CC(C(O)=O)=CC=1.C(C1CN1)#N.[CH:17]1([N:23]=[C:24]=[N:25][CH:26]2[CH2:31][CH2:30][CH2:29][CH2:28][CH2:27]2)[CH2:22][CH2:21][CH2:20][CH2:19][CH2:18]1>O1CCOCC1>[CH:26]1([NH:25][C:24]([NH:23][CH:17]2[CH2:18][CH2:19][CH2:20][CH2:21][CH2:22]2)=[O:2])[CH2:31][CH2:30][CH2:29][CH2:28][CH2:27]1. Procedure: 1.52 g. p-Methoxybenzoic acid is dissolved in 20 ml. dioxan and mixed at 10° C. with a solution of 0.68 g. 2-cyanoaziridine in 3 ml. dioxan. A solution of 2.06 g. dicyclohexylcarbodiimide in 4 ml. dioxan is added thereto and the reaction mixture is stirred for 2 hours at 8°-10° C. The crystals formed (2 g. 1,3-dicyclohexylurea; m.p. 225°-230° C.) are filtered off with suction and the filtrate is evaporated in a vacuum. The semi-solid evaporation residue (3.88 g.) is triturated with 3 ml. anhydro... Starting materials: [OH-].[Li+] (lithium hydroxide), C(C)(C)(C)OC(=O)N[C@H](C(=O)N1[C@@H](C[C@H](C1)O)C(=O)OC)[C@H](CC)O[C@H](C)CCC=C ((2S,4R)-methyl 1-((2S,3S)-2-((tert-butoxycarbonyl)amino)-3-((R)-hex-5-en-2-yloxy)pentanoyl)-4-hydroxypyrrolidine-2-carboxylate), C(C)(C)(C)OC(=O)N[C@H](C(=O)N1[C@@H](C[C@H](C1)O)C(=O)OC)[C@H](CC)O[C@H](C)CCC=C ((2S,4R)-methyl 1-((2S,3S)-2-((tert-butoxycarbonyl)amino)-3-((R)-hex-5-en-2-yloxy)pentanoyl)-4-hydroxypyrrolidine-2-carboxylate), C1CCOC1 (THF). Solvent: CO (MeOH). Run at time 16 hour. Yields the product C(C)(C)(C)OC(=O)N[C@H](C(=O)N1[C@@H](C[C@H](C1)O)C(=O)O)[C@H](CC)O[C@H](C)CCC=C ((2S,4R)-1-((2S,3S)-2-((tert-butoxycarbonyl)amino)-3-((R)-hex-5-en-2-yloxy)pentanoyl)-4-hydroxypyrrolidine-2-carboxylic acid). The yield is 82.1%. Reaction SMILES: [C:1]([O:5][C:6]([NH:8][C@@H:9]([C@@H:22]([O:25][C@@H:26]([CH2:28][CH2:29][CH:30]=[CH2:31])[CH3:27])[CH2:23][CH3:24])[C:10]([N:12]1[CH2:16][C@H:15]([OH:17])[CH2:14][C@H:13]1[C:18]([O:20]C)=[O:19])=[O:11])=[O:7])([CH3:4])([CH3:3])[CH3:2].C1COCC1.[OH-].[Li+]>CO>[C:1]([O:5][C:6]([NH:8][C@@H:9]([C@@H:22]([O:25][C@@H:26]([CH2:28][CH2:29][CH:30]=[CH2:31])[CH3:27])[CH2:23][CH3:24])[C:10]([N:12]1[CH2:16][C@H:15]([OH:17])[CH2:14][C@H:13]1[C:18]([OH:20])=[O:19])=[O:11])=[O:7])([CH3:2])([CH3:4])[CH3:3] |f:2.3|. Procedure details: To a round-bottom flask equipped with a stir bar was added (2S,4R)-methyl 1-((2S,3S)-2-((tert-butoxycarbonyl)amino)-3-((R)-hex-5-en-2-yloxy)pentanoyl)-4-hydroxypyrrolidine-2-carboxylate (all material from step 2, 1.39 mmol), THF (5 mL) and MeOH (5 mL). To the solution was added aq. lithium hydroxide (2.0 M, 4.51 mmol). The mixture was stirred at room temperature for 16 h; then was concentrated to afford an aqueous solution. This solution was acidified and then transferred to a separatory funnel.... Starting materials: CN(C)CCC(C(=O)O)(P(=O)(O)O)O (4-(N,N-dimethylamino)-2-hydroxy-2-phosphonobutanoic acid), [OH-].[Na+] (NaOH), C(C1=CC=CC=C1)Br (benzyl bromide). The solvent is O (water), C(C)O (ethanol). RXN SMILES: [CH3:1][N:2]([CH2:4][CH2:5][C:6]([OH:14])([P:10]([OH:13])([OH:12])=[O:11])[C:7]([OH:9])=[O:8])[CH3:3].[OH-].[Na+].[CH2:17]([Br:24])[C:18]1[CH:23]=[CH:22][CH:21]=[CH:20][CH:19]=1>O.C(O)C>[Br-:24].[C:7]([C:6]([OH:14])([P:10]([OH:13])([OH:12])=[O:11])[CH2:5][CH2:4][N+:2]([CH3:3])([CH3:1])[CH2:17][C:18]1[CH:23]=[CH:22][CH:21]=[CH:20][CH:19]=1)([OH:9])=[O:8] |f:1.2,6.7|. Yields the product [Br-].C(=O)(O)C(CC[N+](CC1=CC=CC=C1)(C)C)(P(=O)(O)O)O (N-(3-carboxy-3-hydroxy-3-phosphonopropyl)-N,N-dimethyl-N-(phenylmethyl)ammonium bromide). Reported procedure: A solution of 2.27 g (0.01 mole) of 4-(N,N-dimethylamino)-2-hydroxy-2-phosphonobutanoic acid (prepared as described in Method 1) in 10 ml water and 40 ml ethanol is adjusted to pH 7.0 by addition of IN aqueous NaOH. To this is added 5.13 g (0.03 mole) of benzyl bromide, and the reaction is heated at about 50° for one day. The reaction is evaporated to dryness under reduced pressure. The resulting residue is slurried in water and the mixture is extracted several times with CHCl3. The aqueous solu... Starting materials: COC(=O)c1ccccc1O, O=C([O-])[O-], CCOC(C)=O, CN(C)C=O, Fc1cccc(CBr)c1, [K+], [K+]. Yields the product COC(=O)c1ccccc1OCc1cccc(F)c1. Reaction SMILES: [C:1]([c:2]1[c:3]([OH:4])[cH:5][cH:6][cH:7][cH:8]1)(=[O:9])[O:10][CH3:11].[C:21](=[O:22])([O-:23])[O-:24].[CH3:27][CH2:28][O:29][C:30](=[O:31])[CH3:32].[CH3:33][N:34]([CH3:35])[CH:36]=[O:37].[F:12][c:13]1[cH:14][c:15]([CH2:16][Br:17])[cH:18][cH:19][cH:20]1.[K+:25].[K+:26]>>[C:1]([c:2]1[c:3]([O:4][CH2:16][c:15]2[cH:14][c:13]([F:12])[cH:20][cH:19][cH:18]2)[cH:5][cH:6][cH:7][cH:8]1)(=[O:9])[O:10][CH3:11]. Starting materials: C(#N)C=1C=CC2=C(SC3=C(C=C2)C=CC=C3)C1 (3-cyanodibenzo[b,f]thiepin), ClC1=CC(=CC=C1)C(=O)OO (m-chloroperbenzoic acid), [OH-].[Ca+2].[OH-] (calcium hydroxide). Run in C(Cl)Cl (methylene chloride). Reaction conditions: time 2 hour. Product: C(#N)C=1C=CC2=C(S(C3=C(C=C2)C=CC=C3)=O)C1 (3-Cyanodibenzo[b,f]thiepin-5-oxide). Reaction SMILES: [C:1]([C:3]1[CH:4]=[CH:5][C:6]2[CH:12]=[CH:11][C:10]3[CH:13]=[CH:14][CH:15]=[CH:16][C:9]=3[S:8][C:7]=2[CH:17]=1)#[N:2].ClC1C=CC=C(C(OO)=[O:26])C=1.[OH-].[Ca+2].[OH-]>C(Cl)Cl>[C:1]([C:3]1[CH:4]=[CH:5][C:6]2[CH:12]=[CH:11][C:10]3[CH:13]=[CH:14][CH:15]=[CH:16][C:9]=3[S:8](=[O:26])[C:7]=2[CH:17]=1)#[N:2] |f:2.3.4|. Procedure: 5 G. 3-cyanodibenzo[b,f]thiepin (0.021 mole) are dissolved in 300 cc. methylene chloride and 3.45 g. m-chloroperbenzoic acid (0.020 mole) are added in portions. The solution is stirred for two hours at room temperature, then excess calcium hydroxide is added. The mixture is stirred for a few minutes and filtered through celite, the filtrate is evaporated down and the residue chromatographed on silica gel, eluting with a 50:50 mixture of chloroform and benzene. A small amount of starting material... The reactants are CCCC[N+](CCCC)(CCCC)CCCC, [F-], C[Si](C)(C)C(F)(F)F, CC(C)(C)OC(=O)NC1CCC(c2cccc(F)c2F)Cn2c(C=O)cnc21. Yields the product CC(C)(C)OC(=O)NC1CCC(c2cccc(F)c2F)Cn2c(C(O)C(F)(F)F)cnc21. Reaction SMILES: [CH3:10][CH2:11][CH2:12][CH2:13][N+:14]([CH2:15][CH2:16][CH2:17][CH3:18])([CH2:19][CH2:20][CH2:21][CH3:22])[CH2:23][CH2:24][CH2:25][CH3:26].[F-:9].[F:1][C:2]([F:3])([F:4])[Si:5]([CH3:6])([CH3:7])[CH3:8].[F:27][c:28]1[c:29]([CH:35]2[CH2:36][CH2:37][CH:38]([NH:47][C:48]([O:49][C:50]([CH3:51])([CH3:52])[CH3:53])=[O:54])[c:39]3[n:40]([c:42]([CH:45]=[O:46])[cH:43][n:44]3)[CH2:41]2)[cH:30][cH:31][cH:32][c:33]1[F:34]>>[F:1][C:2]([F:3])([F:4])[CH:45]([c:42]1[n:40]2[c:39]([n:44][cH:43]1)[CH:38]([NH:47][C:48]([O:49][C:50]([CH3:51])([CH3:52])[CH3:53])=[O:54])[CH2:37][CH2:36][CH:35]([c:29]1[c:28]([F:27])[c:33]([F:34])[cH:32][cH:31][cH:30]1)[CH2:41]2)[OH:46].